describe an organic reaction: reactants, conditions, products, and yield From a dataset of the Open Reaction Database (ORD), a public repository of structured organic reaction records. Starting materials: C1OC(C)(OC1)C1(CC2(C3=C(C=CC(=C3C1)OC)OC)SCCS2)O (rac-3'-(1,1-ethylenedioxyethyl)-1',2',3', 4'-tetrahydro-3'-hydroxy-5',8'-dimethoxyspiro[1,3-dithiolane-2,1'-naphthalene]), mercuric oxide, mercuric chloride, C(C)OCC (diethyl ether). Solvent: O1CCCC1 (tetrahydrofuran), CO (methanol), O (water). Run at time 1.25 hour. Yields the product C1OC(C)(OC1)C1(CC(C2=C(C=CC(=C2C1)OC)OC)=O)O (rac-3-(1,1- ethylenedioxyethyl)-1,2,3,4-tetrahydro-3-hydroxy-5,8-dimethoxy-1-oxo-naphthalene). Yield: 89.0%. Reaction SMILES: [CH2:1]1[CH2:6][O:5][C:3]([C:7]2([OH:25])[CH2:16][C:15]3[C:10](=[C:11]([O:19][CH3:20])[CH:12]=[CH:13][C:14]=3[O:17][CH3:18])[C:9]3(SCCS3)[CH2:8]2)([CH3:4])[O:2]1.C([O:28]CC)C>O1CCCC1.CO.O>[CH2:6]1[CH2:1][O:2][C:3]([C:7]2([OH:25])[CH2:16][C:15]3[C:10](=[C:11]([O:19][CH3:20])[CH:12]=[CH:13][C:14]=3[O:17][CH3:18])[C:9](=[O:28])[CH2:8]2)([CH3:4])[O:5]1. Procedure: 2.0 g of rac-3'-(1,1-ethylenedioxyethyl)-1',2',3', 4'-tetrahydro-3'-hydroxy-5',8'-dimethoxyspiro[1,3-dithiolane-2,1'-naphthalene] in 20 ml of tetrahydrofuran were added over a period of 10 minutes to a suspension of 6.4 g of mercuric oxide and 6.4 g of mercuric chloride in 200 ml of methanol and 18 ml of water. The resulting suspension was stirred at room temperature for 1.25 hours and then ca 100 ml of solvent were removed by evaporation under reduced pressure. 300 ml of dichloromethane were ad... Starting materials: C(C)(C)(C)OC(NC1=C(C=CC=C1)NC(\C=C\C1=CN(C=C1)S(=O)(=O)C1=CC=C(C=C1)C1=CC=CC=C1)=O)=O ((2-{(E)-3-[1-(biphenyl-4-sulfonyl)-1H-pyrrol-3-yl]-allanoylamino}-phenyl)-carbamic acid tert-butyl ester), C(C)(C)(C)OC(NC1=C(C=CC=C1)NC(\C=C\C1=CN(C=C1)S(=O)(=O)C1=CC=C(C=C1)C1=CC=CC=C1)=O)=O ((2-{(E)-3-[1-(biphenyl-4-sulfonyl)-1H-pyrrol-3-yl]-allanoylamino}-phenyl)-carbamic acid tert-butyl ester), C(=O)(C(F)(F)F)O (TFA). Solvent: C(Cl)Cl (CH2Cl2). Product: NC1=C(C=CC=C1)NC(\C=C\C1=CN(C=C1)S(=O)(=O)C1=CC=C(C=C1)C1=CC=CC=C1)=O ((E)-N-(2-Amino-phenyl)-3-[1-(biphenyl-4-sulfonyl)-1H-pyrrol-3-yl]-acrylamide). RXN SMILES: C(OC(=O)[NH:7][C:8]1[CH:13]=[CH:12][CH:11]=[CH:10][C:9]=1[NH:14][C:15](=[O:38])/[CH:16]=[CH:17]/[C:18]1[CH:22]=[CH:21][N:20]([S:23]([C:26]2[CH:31]=[CH:30][C:29]([C:32]3[CH:37]=[CH:36][CH:35]=[CH:34][CH:33]=3)=[CH:28][CH:27]=2)(=[O:25])=[O:24])[CH:19]=1)(C)(C)C.C(O)(C(F)(F)F)=O>C(Cl)Cl>[NH2:7][C:8]1[CH:13]=[CH:12][CH:11]=[CH:10][C:9]=1[NH:14][C:15](=[O:38])/[CH:16]=[CH:17]/[C:18]1[CH:22]=[CH:21][N:20]([S:23]([C:26]2[CH:27]=[CH:28][C:29]([C:32]3[CH:37]=[CH:36][CH:35]=[CH:34][CH:33]=3)=[CH:30][CH:31]=2)(=[O:25])=[O:24])[CH:19]=1. Procedure: Starting materials: (2-{(E)-3-[1-(biphenyl-4-sulfonyl)-1H-pyrrol-3-yl]-allanoylamino}-phenyl)-carbamic acid tert-butyl ester (compound A7) (0.460 mmol), CH2Cl2 (50 ml), TFA (5 ml). Reaction conditions: room temperature, 18 hours. The reactants are COC(Cl)Cl, COc1ccc2c(c1)N(C)C(=O)C2(C)C, ClCCl, O. Yields the product COc1cc2c(cc1C=O)C(C)(C)C(=O)N2C. RXN SMILES: [CH3:16][O:17][CH:18]([Cl:19])[Cl:20].[CH3:1][O:2][c:3]1[cH:4][cH:5][c:6]2[c:10]([cH:11]1)[N:9]([CH3:12])[C:8](=[O:13])[C:7]2([CH3:14])[CH3:15].[Cl:22][CH2:23][Cl:24].[OH2:21]>>[CH3:1][O:2][c:3]1[c:4]([CH:16]=[O:17])[cH:5][c:6]2[c:10]([cH:11]1)[N:9]([CH3:12])[C:8](=[O:13])[C:7]2([CH3:14])[CH3:15]. Starting materials: CC=1NC(CSC1C1C(=CN(C=C1)C(=O)OCC(Cl)(Cl)Cl)C(C)=O)=O (5-methyl-6-[1-(2,2,2-trichloroethoxycarbonyl)-3-acetyl-1,4-dihydro-4-pyridinyl]-2H-1,4-thiazin-3(4H)-one), [S] (sulfur), Example 3 ( ii ). The product is CC=1NC(CSC1C1=C(C=NC=C1)C(C)=O)=O (5-methyl-6-(3-acetyl-4-pyridinyl)-2H-1,4-thiazin-3(4H)-one). Isolated yield 7.7%. Reaction SMILES: [CH3:1][C:2]1[NH:3][C:4](=[O:25])[CH2:5][S:6][C:7]=1[CH:8]1[CH:13]=[CH:12][N:11](C(OCC(Cl)(Cl)Cl)=O)[CH:10]=[C:9]1[C:22](=[O:24])[CH3:23].[S]>>[CH3:1][C:2]1[NH:3][C:4](=[O:25])[CH2:5][S:6][C:7]=1[C:8]1[CH:13]=[CH:12][N:11]=[CH:10][C:9]=1[C:22](=[O:24])[CH3:23] |^3:25|. Procedure: A mixture of 5-methyl-6-[1-(2,2,2-trichloroethoxycarbonyl)-3-acetyl-1,4-dihydro-4-pyridinyl]-2H-1,4-thiazin-3(4H)-one (1.77 g) and sulfur sublimed (0.8 g) was treated in the same manner as described in Example 3 (ii) to give the titled compound (0.08 g, yield 7.8%) as pale yellow crystals. Ethyl acetate was used as a developing eluant.